describe an organic reaction: reactants, conditions, products, and yield From a dataset of the Open Reaction Database (ORD), a public repository of structured organic reaction records. Starting materials: CONC.Cl (O,N-Dimethyl-hydroxylamine hydrogen chloride), C(=O)([O-])[O-].[K+].[K+] (K2CO3), COCC(C(=O)O)(C)C (3-methoxy-2,2-dimethyl-propionic acid). Solvent: S(=O)(Cl)Cl (thionyl chloride). Run at time 16 hour. Yields the product COCC(C(=O)N(C)OC)(C)C (3,N-dimethoxy-2,2,N-trimethyl-propionamide). Yield: 19.5%. RXN SMILES: [CH3:1][O:2][CH2:3][C:4]([CH3:9])([CH3:8])[C:5]([OH:7])=O.[CH3:10][O:11][NH:12][CH3:13].Cl.C([O-])([O-])=O.[K+].[K+]>S(Cl)(Cl)=O>[CH3:1][O:2][CH2:3][C:4]([CH3:9])([CH3:8])[C:5]([N:12]([O:11][CH3:10])[CH3:13])=[O:7] |f:1.2,3.4.5|. Reported procedure: A solution of 3-methoxy-2,2-dimethyl-propionic acid (1.0 g, 7.6 mmol) in thionyl chloride (5 ml) was heated to 50° C. for 16 hours. The reaction mixture was concentrated to a yellow residue and then dissolved in DCM (15 ml). O,N-Dimethyl-hydroxylamine-hydrogen chloride (886 mg, 9.1 mmol) and powdered K2CO3 (2.2 g, 16 mmol) were added, and the reaction mixture was stirred at room temperature for 16 hours. The reaction mixture was filtered through a filter funnel, and the filtrate was collected an... Starting materials: C(C)(C)(C)OC(=O)N1[C@@H](C[C@H](C1)SC(C)=O)C(N(C)CC(N(C)C1=CC=C(C=C1)C(=O)OC)=O)=O ((2S,4R)-4-Acetylsulfanyl-2-[[[(4-methoxycarbonyl-phenyl)-methyl-carbamoyl]-methyl]-methyl-carbamoyl]-pyrrolidine-1-carboxylic acid tert-butyl ester), C(=O)(C(F)(F)F)O (TFA). Solvent: C(Cl)Cl (CH2Cl2). Yields the product COC(C1=CC=C(C=C1)N(C)C(CN(C)C(=O)[C@H]1NC[C@@H](C1)SC(C)=O)=O)=O ((2S,4R)-4-[[[(4-Acetylsulfanyl-pyrrolidine-2-carbonyl)-methyl-amino]-acetyl]-methyl-amino]-benzoic acid methyl ester). Isolated yield 116.2%. Reaction SMILES: C(OC([N:8]1[CH2:12][C@H:11]([S:13][C:14](=[O:16])[CH3:15])[CH2:10][C@H:9]1[C:17](=[O:35])[N:18]([CH2:20][C:21](=[O:34])[N:22]([C:24]1[CH:29]=[CH:28][C:27]([C:30]([O:32][CH3:33])=[O:31])=[CH:26][CH:25]=1)[CH3:23])[CH3:19])=O)(C)(C)C.C(O)(C(F)(F)F)=O>C(Cl)Cl>[CH3:33][O:32][C:30](=[O:31])[C:27]1[CH:28]=[CH:29][C:24]([N:22]([C:21](=[O:34])[CH2:20][N:18]([C:17]([C@@H:9]2[CH2:10][C@@H:11]([S:13][C:14](=[O:16])[CH3:15])[CH2:12][NH:8]2)=[O:35])[CH3:19])[CH3:23])=[CH:25][CH:26]=1. Procedure details: 2.92 g (5.7 mmol) (2S,4R)-4-Acetylsulfanyl-2-[[[(4-methoxycarbonyl-phenyl)-methyl-carbamoyl]-methyl]-methyl-carbamoyl]-pyrrolidine-1-carboxylic acid tert-butyl ester in 60 ml CH2Cl2 were treated with 15 ml TFA at 0° C. until no starting material could be detected. The solution was concentrated, dissolved in toluene and evaporated 3 times yielding 2.7 g (93%) (2S,4R)-4-[[[(4-Acetylsulfanyl-pyrrolidine-2-carbonyl)-methyl-amino]-acetyl]-methyl-amino]-benzoic acid methyl ester.trifluoro-acetate salt... The reactants are BrC1=C(C(=CC=C1)Cl)CC#N (2-bromo-6-chlorophenylacetonitrile), NC1=NC=C(C(=N1)N)C=O (2,4-diamino-5-pyrimidine-carboxaldehyde), MS(CI). Product: BrC1=C(C(=CC=C1)Cl)C1=CC2=C(N=C(N=C2)N)N=C1N (6-(2-Bromo-6-chloro-phenyl)-pyrido[2,3-d]pyrimidine-2,7-diamine). Reaction SMILES: [Br:1][C:2]1[CH:7]=[CH:6][CH:5]=[C:4]([Cl:8])[C:3]=1[CH2:9][C:10]#[N:11].[NH2:12][C:13]1[N:18]=[C:17]([NH2:19])[C:16]([CH:20]=O)=[CH:15][N:14]=1>>[Br:1][C:2]1[CH:7]=[CH:6][CH:5]=[C:4]([Cl:8])[C:3]=1[C:9]1[C:10]([NH2:11])=[N:19][C:17]2[N:18]=[C:13]([NH2:12])[N:14]=[CH:15][C:16]=2[CH:20]=1. Reported procedure: Prepared as described in Example 1, starting from 1.0 g of 2-bromo-6-chlorophenylacetonitrile and 0.57 g of 2,4-diamino-5-pyrimidine-carboxaldehyde, mp 264°-280° C.; MS(CI). The reactants are CO, COc1ccccc1CC(=O)O, O, O=S(=O)(O)O. Yields the product COC(=O)Cc1ccccc1OC. As a reaction SMILES: [CH3:14][OH:15].[CH3:1][O:2][c:3]1[c:4]([CH2:9][C:10](=[O:11])[OH:12])[cH:5][cH:6][cH:7][cH:8]1.[OH2:13].[S:16](=[O:17])(=[O:18])([OH:19])[OH:20]>>[CH3:1][O:2][c:3]1[c:4]([CH2:9][C:10](=[O:11])[O:12][CH3:14])[cH:5][cH:6][cH:7][cH:8]1. Reactants: C(C=C)(=O)OC (Methyl acrylate), C(CCC)N (n-butylamine). Run in O (water). Reaction conditions: time 2 hour. The product is butoxyamine-N,N-bis-3-propionic acid methyl ester, C(CCC)NCCC(=O)OC (methyl beta-butylaminopropionate). RXN SMILES: [C:1]([O:5][CH3:6])(=[O:4])[CH:2]=[CH2:3].[CH2:7]([NH2:11])[CH2:8][CH2:9][CH3:10]>O>[CH2:7]([NH:11][CH2:3][CH2:2][C:1]([O:5][CH3:6])=[O:4])[CH2:8][CH2:9][CH3:10]. Procedure: Methyl acrylate (344 g; 4 moles) was placed in a flask and 642.4 g (8.8 moles) of n-butylamine were added thereto while stirring by cooling with water to keep it at not higher than 50° C. After two hours, the addition reaction was complete but an impurity, namely butoxyamine-N,N-bis-3-propionic acid methyl ester, was produced in an amount of about 12% in terms of the ratio of the area of its peak that of to methyl beta-butylaminopropionate on a gas chromatogram.